Dataset: the Open Reaction Database (ORD), a public repository of structured organic reaction records. Task: describe an organic reaction: reactants, conditions, products, and yield The reactants are O=C1N(C(C2=CC=CC=C12)=O)CC1=C(C#N)C=C(C(=C1)OC)OC (2-(1,3-dioxo-1,3-dihydro-isoindol-2-ylmethyl)-4,5-dimethoxy-benzonitrile), B(Br)(Br)Br (Boron tribromide). The solvent is C(Cl)Cl (methylene chloride). Run at temperature 0 celsius, time 23 hour. Yields the product title compound, O=C1N(C(C2=CC=CC=C12)=O)CC1=C(C#N)C=C(C(=C1)O)O (2-(1,3-dioxo-1,3-dihydro-isoindol-2-ylmethyl)-4,5-dihydroxy-benzonitrile). As a reaction SMILES: [O:1]=[C:2]1[C:10]2[C:5](=[CH:6][CH:7]=[CH:8][CH:9]=2)[C:4](=[O:11])[N:3]1[CH2:12][C:13]1[CH:20]=[C:19]([O:21]C)[C:18]([O:23]C)=[CH:17][C:14]=1[C:15]#[N:16].B(Br)(Br)Br>C(Cl)Cl>[O:11]=[C:4]1[C:5]2[C:10](=[CH:9][CH:8]=[CH:7][CH:6]=2)[C:2](=[O:1])[N:3]1[CH2:12][C:13]1[CH:20]=[C:19]([OH:21])[C:18]([OH:23])=[CH:17][C:14]=1[C:15]#[N:16]. Reported procedure: 2-(1,3-dioxo-1,3-dihydro-isoindol-2-ylmethyl)-4,5-dimethoxy-benzonitrile (20.36 g, 0.0632 mol) was dissolved in warm methylene chloride (253 mL) then cooled to 0° C. Boron tribromide (1 M in CH2Cl2, 253 mL, 0.2527 mol) was added dropwise over 45 min while maintaining the temperature under 5° C., under nitrogen. The resulting mixture was allowed to warm to room temperature with stirring under nitrogen for 23 h. The resulting mixture was then cooled to 0° C. and quenched by the dropwise addition o... Product: CC(C)(C)CCC(=O)N1CCN(c2cc(C(N)=NO)ccn2)CC1. Reactants: O=C([O-])[O-], CC(C)(C)CCC(=O)N1CCN(c2cc(C#N)ccn2)CC1, CCO, Cl, [K+], [K+], NO. As a reaction SMILES: [C:26](=[O:27])([O-:28])[O-:29].[CH3:1][C:2]([CH2:3][CH2:4][C:5](=[O:6])[N:7]1[CH2:8][CH2:9][N:10]([c:13]2[n:14][cH:15][cH:16][c:17]([C:19]#[N:20])[cH:18]2)[CH2:11][CH2:12]1)([CH3:21])[CH3:22].[CH3:32][CH2:33][OH:34].[ClH:23].[K+:30].[K+:31].[OH:24][NH2:25]>>[CH3:1][C:2]([CH2:3][CH2:4][C:5](=[O:6])[N:7]1[CH2:8][CH2:9][N:10]([c:13]2[n:14][cH:15][cH:16][c:17]([C:19]([NH2:20])=[N:25][OH:24])[cH:18]2)[CH2:11][CH2:12]1)([CH3:21])[CH3:22].